From a dataset of the Open Reaction Database (ORD), a public repository of structured organic reaction records. describe an organic reaction: reactants, conditions, products, and yield Reactants: halodifluoroacetate, C1=CC=C2C(=C1)C=CC3=CC=CC=C3C2=O (dibenzosuberenone), COCCOCCOC (diglyme), Aminoalkyldibenzo[a,e]cyclopropa[c]cycloheptene, Tricyclic, ClC(C(=O)[O-])(F)F.[Na+] (sodium chlorodifluoroacetate), C(OC)COC (glyme), Imine. Run in O (water). Product: FC1(C2C3=C(C(C4=C(C21)C=CC=C4)=O)C=CC=C3)F (1,1-difluoro-1a,10b-dihydrodibenzo[a,e]cyclopropa[c]cyclohepten-6(1H)-one). Reaction SMILES: Cl[C:2]([F:7])([F:6])[C:3]([O-])=O.[Na+].C(COC)OC.COCCOCCOC.[CH:24]1[CH:29]=[C:28]2C=[CH:31][C:32]3[C:37]([C:38](=[O:39])[C:27]2=[CH:26][CH:25]=1)=[CH:36][CH:35]=[CH:34][CH:33]=3>O>[F:6][C:2]1([F:7])[CH:31]2[CH:3]1[C:28]1[CH:29]=[CH:24][CH:25]=[CH:26][C:27]=1[C:38](=[O:39])[C:37]1[CH:36]=[CH:35][CH:34]=[CH:33][C:32]=12 |f:0.1|. Procedure: A solution of an alkali halodifluoroacetate such as sodium chlorodifluoroacetate in a solvent (for example, glyme, diglyme) is added over a period of 4 to 8 hours (preferably 6 hours) to a solution of dibenzosuberenone (for example in diglyme) with stirring and under nitrogen, maintaining the reaction temperature at 160°-165° C. Other reaction temperatures may be employed depending upon the reactants used, as described in Ciganek et al., “Imine Analogues of Tricyclic Antidepressants,” J. Med. Ch... Reactants: NC1=NC=C(C(=N1)N1N=C(C2=CC=C(C=C12)I)C(C)(C)O)Cl (2-[1-(2-amino-5-chloropyrimidin-4-yl)-6-iodo-1H-indazol-3-yl]propan-2-ol), CC1=NC(=NO1)[C@@](C)(C#C)O ((2R)-2-(5-methyl-1,2,4-oxadiazol-3-yl)but-3-yn-2-ol). Reagents/catalysts: C=1C=CC(=CC1)[P](C=2C=CC=CC2)(C=3C=CC=CC3)[Pd]([P](C=4C=CC=CC4)(C=5C=CC=CC5)C=6C=CC=CC6)([P](C=7C=CC=CC7)(C=8C=CC=CC8)C=9C=CC=CC9)[P](C=1C=CC=CC1)(C=1C=CC=CC1)C=1C=CC=CC1 (tetrakis(triphenylphosphine)palladium), [Cu]I (copper(I) iodide). The solvent is N1CCCCC1 (piperidine). Reaction conditions: temperature 35 celsius. The product is NC1=NC=C(C(=N1)N1N=C(C2=CC=C(C=C12)C#C[C@@](C)(O)C1=NOC(=N1)C)C(C)(C)O)Cl ((2R)-4-[1-(2-amino-5-chloropyrimidin-4-yl)-3-(2-hydroxypropan-2-yl)-1H-indazol-6-yl]-2-(5-meth yl-1,2,4-oxadiazol-3-yl)but-3-yn-2-ol). RXN SMILES: [NH2:1][C:2]1[N:7]=[C:6]([N:8]2[C:16]3[C:11](=[CH:12][CH:13]=[C:14](I)[CH:15]=3)[C:10]([C:18]([OH:21])([CH3:20])[CH3:19])=[N:9]2)[C:5]([Cl:22])=[CH:4][N:3]=1.[CH3:23][C:24]1[O:28][N:27]=[C:26]([C@:29]([OH:33])([C:31]#[CH:32])[CH3:30])[N:25]=1>N1CCCCC1.C1C=CC([P]([Pd]([P](C2C=CC=CC=2)(C2C=CC=CC=2)C2C=CC=CC=2)([P](C2C=CC=CC=2)(C2C=CC=CC=2)C2C=CC=CC=2)[P](C2C=CC=CC=2)(C2C=CC=CC=2)C2C=CC=CC=2)(C2C=CC=CC=2)C2C=CC=CC=2)=CC=1.[Cu]I>[NH2:1][C:2]1[N:7]=[C:6]([N:8]2[C:16]3[C:11](=[CH:12][CH:13]=[C:14]([C:32]#[C:31][C@:29]([C:26]4[N:25]=[C:24]([CH3:23])[O:28][N:27]=4)([OH:33])[CH3:30])[CH:15]=3)[C:10]([C:18]([OH:21])([CH3:20])[CH3:19])=[N:9]2)[C:5]([Cl:22])=[CH:4][N:3]=1 |^1:43,45,64,83|. Procedure details: To a solution of 2-[1-(2-amino-5-chloropyrimidin-4-yl)-6-iodo-1H-indazol-3-yl]propan-2-ol (150 mg, 0.35 mmol) in piperidine (2 mL) was introduced tetrakis(triphenylphosphine)palladium (0) (40.3 mg, 0.02 mmol), copper(I) iodide (6.6 mg, 0.02 mmol) and (2R)-2-(5-methyl-1,2,4-oxadiazol-3-yl)but-3-yn-2-ol (106 mg, 0.70 mmol). The reaction was warmed to 35° C. for 1.5 hr. After cooling to RT, the reaction mixture was concentrated in vacuo and the residue purified by silica gel flash column chromatogr... Reactants: O=C([O-])O, ClCCl, CCCC[N+](CCCC)(CCCC)CCCC, CC(=O)Cl, [K+], CCN(CC)C(=O)NC1CC2c3cc([N+](=O)[O-])cc4[nH]cc(c34)CC2N(C)C1, [Na+], [OH-], O=S(=O)([O-])O. Yields the product CCN(CC)C(=O)NC1CC2c3cc([N+](=O)[O-])cc4c3c(cn4C(C)=O)CC2N(C)C1. As a reaction SMILES: [C:60](=[O:61])([OH:62])[O-:63].[CH2:35]([Cl:36])[Cl:37].[CH2:43]([N+:44]([CH2:45][CH2:46][CH2:47][CH3:48])([CH2:49][CH2:50][CH2:51][CH3:52])[CH2:53][CH2:54][CH2:55][CH3:56])[CH2:57][CH2:58][CH3:59].[CH3:29][C:30]([Cl:31])=[O:32].[K+:34].[N+:1](=[O:2])([O-:3])[c:4]1[cH:5][c:6]2[nH:7][cH:8][c:9]3[c:19]2[c:17]([cH:18]1)[CH:16]1[CH:11]([CH2:10]3)[N:12]([CH3:28])[CH2:13][CH:14]([NH:20][C:21]([N:22]([CH2:23][CH3:24])[CH2:25][CH3:26])=[O:27])[CH2:15]1.[Na+:64].[OH-:33].[S:38]([O-:39])([OH:40])(=[O:41])=[O:42]>>[N+:1](=[O:2])([O-:3])[c:4]1[cH:5][c:6]2[n:7]([C:30]([CH3:29])=[O:32])[cH:8][c:9]3[c:19]2[c:17]([cH:18]1)[CH:16]1[CH:11]([CH2:10]3)[N:12]([CH3:28])[CH2:13][CH:14]([NH:20][C:21]([N:22]([CH2:23][CH3:24])[CH2:25][CH3:26])=[O:27])[CH2:15]1. The solvent is O (water). Yields the product [O-]P([O-])(=O)OP(=O)([O-])[O-].[Hf+4] (hafnium pyrophosphate). Reported procedure: By a second method of synthesis, a hafnium compound is reacted with phosphoric acid or P2O5 and water. The second method yields pure hafnium pyrophosphate that is substantially free of residual oxide. Residual oxide is always present as a second phase together with the pyrophosphates when the novel phosphors are prepared by the foregoing first method. In one embodiment of the second method, the synthesis is done by reacting hafnium oxychloride and phosphoric acid (or a solution of P2O5 and water... RXN SMILES: [Hf:1].P(=O)(O)(O)O.[O:7]=[P:8]12[O:19]P3([O:20][P:10]([O:12]P(O3)([O:15]1)=O)(=[O:11])[O:9]2)=O>O>[O-:15][P:8]([O:9][P:10]([O-:20])([O-:12])=[O:11])(=[O:7])[O-:19].[Hf+4:1] |f:4.5|. Starting materials: [Hf] (hafnium), P(O)(O)(O)=O (phosphoric acid), O=P12OP3(=O)OP(=O)(O1)OP(=O)(O2)O3 (P2O5). Starting materials: ClC1=C(N)C=CC(=C1)Cl (2,4-dichloroaniline), ice water, solution, Cl (hydrochloric acid), resultant mixture, C[Al](C)C (trimethylaluminum), Br.NC1C(=O)OCC1 ((±)-α-amino-γ-butyrolactone hydrobromide). Solvent: CCCCCC (hexane), C(Cl)Cl (methylene chloride). Run at time 48 hour. Yields the product NC(C(=O)NC1=C(C=C(C=C1)Cl)Cl)CCO ((±)-2-amino-N-(2,4-dichlorophenyl)-4-hydroxybutanamide). The yield is 33.1%. RXN SMILES: [Cl:1][C:2]1[CH:8]=[C:7]([Cl:9])[CH:6]=[CH:5][C:3]=1[NH2:4].C[Al](C)C.Br.[NH2:15][CH:16]1[CH2:21][CH2:20][O:19][C:17]1=[O:18].Cl>C(Cl)Cl.CCCCCC>[NH2:15][CH:16]([CH2:21][CH2:20][OH:19])[C:17]([NH:4][C:3]1[CH:5]=[CH:6][C:7]([Cl:9])=[CH:8][C:2]=1[Cl:1])=[O:18] |f:2.3|. Procedure details: To a stirring solution of 2,4-dichloroaniline (4.27 g, 26.37 mmol), in anhydrous methylene chloride (100 mL) under N2 at 0° C. (ice-water bath), was added dropwise, trimethylaluminum (39.56 mL of a 2M solution in hexane, 79.11 mmol). The resultant mixture was stirred under N2 at room temperature for 24 h. The mixture was cooled and (±)-α-amino-γ-butyrolactone hydrobromide (39.56 mL, 74.11 mmol, Aldrich Chemical Co., Milwaukee, Wis.) was then added portionwise and the reaction mixture then allowe... Reactants: N1N=[C-]N=C1.[Na+] (sodium 1,2,4-triazolide), COC1=C(COCCCOC2=CC=C(C=C2)C2C(CN(CC2)C(=O)OC(C)(C)C)OCCOC2=C(C=CC=C2)CCOS(=O)(=O)C2=CC=C(C=C2)C)C=CC=C1 (tert-butyl 4-{4-[3-(2-methoxybenzyloxy)propoxy]phenyl}-3-(2-{2-[2-(toluene-4-sulphonyloxy)ethyl]phenoxy}-ethoxy)piperidine-1-carboxylate). Run in CN(C=O)C (N,N-dimethylformamide), COC(C)(C)C (tert-butyl methyl ether). Conditions: temperature 90 celsius, time 40 minute. Yields the product COC1=C(COCCCOC2=CC=C(C=C2)C2C(CN(CC2)C(=O)OC(C)(C)C)OCCOC2=C(C=CC=C2)CCN2N=CN=C2)C=CC=C1 (tert-Butyl 4-{4-[3-(2-methoxybenzyloxy)propoxy]phenyl}-3-{2-[2-(2-[1.2.4]triazol-1-ylethyl)phenoxy]ethoxy}piperidine-1-carboxylate), SiO2. As a reaction SMILES: [NH:1]1[CH:5]=[N:4][C-:3]=[N:2]1.[Na+].[CH3:7][O:8][C:9]1[CH:62]=[CH:61][CH:60]=[CH:59][C:10]=1[CH2:11][O:12][CH2:13][CH2:14][CH2:15][O:16][C:17]1[CH:22]=[CH:21][C:20]([CH:23]2[CH2:28][CH2:27][N:26]([C:29]([O:31][C:32]([CH3:35])([CH3:34])[CH3:33])=[O:30])[CH2:25][CH:24]2[O:36][CH2:37][CH2:38][O:39][C:40]2[CH:45]=[CH:44][CH:43]=[CH:42][C:41]=2[CH2:46][CH2:47]OS(C2C=CC(C)=CC=2)(=O)=O)=[CH:19][CH:18]=1>CN(C)C=O.COC(C)(C)C>[CH3:7][O:8][C:9]1[CH:62]=[CH:61][CH:60]=[CH:59][C:10]=1[CH2:11][O:12][CH2:13][CH2:14][CH2:15][O:16][C:17]1[CH:18]=[CH:19][C:20]([CH:23]2[CH2:28][CH2:27][N:26]([C:29]([O:31][C:32]([CH3:35])([CH3:33])[CH3:34])=[O:30])[CH2:25][CH:24]2[O:36][CH2:37][CH2:38][O:39][C:40]2[CH:45]=[CH:44][CH:43]=[CH:42][C:41]=2[CH2:46][CH2:47][N:1]2[CH:5]=[N:4][CH:3]=[N:2]2)=[CH:21][CH:22]=1 |f:0.1|. Procedure: 0.051 g of sodium 1,2,4-triazolide is admixed with a solution of 0.10 g of tert-butyl 4-{4-[3-(2-methoxybenzyloxy)propoxy]phenyl}-3-(2-{2-[2-(toluene-4-sulphonyloxy)ethyl]phenoxy}-ethoxy)piperidine-1-carboxylate in 3 ml of N,N-dimethylformamide. The reaction mixture is stirred at 90° C. over 40 minutes. The mixture is cooled to room temperature, diluted with tert-butyl methyl ether and washed with water. The water phase is extracted with tert-butyl methyl ether. The combined organic phases are d... The reactants are Cc1onc(-c2ccccc2)c1COc1ccc(C(=O)O)cn1, CCN(C(C)C)C(C)C, F[B-](F)(F)F, CC(C)c1cc(CN)on1, CN(C)C=O, CN(C)C(On1nnc2ccccc21)=[N+](C)C. The product is Cc1onc(-c2ccccc2)c1COc1ccc(C(=O)NCc2cc(C(C)C)no2)cn1. Reaction SMILES: [CH3:1][c:2]1[c:3]([CH2:13][O:14][c:15]2[n:16][cH:17][c:18]([C:19](=[O:20])[OH:21])[cH:22][cH:23]2)[c:4](-[c:7]2[cH:8][cH:9][cH:10][cH:11][cH:12]2)[n:5][o:6]1.[CH:46]([N:47]([CH2:48][CH3:49])[CH:50]([CH3:51])[CH3:52])([CH3:53])[CH3:54].[F:24][B-:25]([F:26])([F:27])[F:28].[NH2:55][CH2:56][c:57]1[cH:58][c:59]([CH:62]([CH3:63])[CH3:64])[n:60][o:61]1.[O:65]=[CH:66][N:67]([CH3:68])[CH3:69].[n:29]1([O:30][C:31]([N:32]([CH3:33])[CH3:34])=[N+:35]([CH3:36])[CH3:37])[c:38]2[cH:39][cH:40][cH:41][cH:42][c:43]2[n:44][n:45]1>>[CH3:1][c:2]1[c:3]([CH2:13][O:14][c:15]2[n:16][cH:17][c:18]([C:19](=[O:21])[NH:55][CH2:56][c:57]3[cH:58][c:59]([CH:62]([CH3:63])[CH3:64])[n:60][o:61]3)[cH:22][cH:23]2)[c:4](-[c:7]2[cH:8][cH:9][cH:10][cH:11][cH:12]2)[n:5][o:6]1. Starting materials: C(C=C)Br (allyl bromide), CC(C)(C)C1=CC(=C(C=C1)O)[Hg]Cl (mercurobutol), alcohol, C(=O)([O-])[O-].[K+].[K+] (potash). Procedure details: More precisely, 9.3 g of mercurobutol are taken which are dissolved in 50 ml of hot denatured alcohol, in the presence of NaCl. 2 g of potash are carefully added. A thick white precipitate is formed. 4.4 ml of allyl bromide are added in 21 ml of denatured alcohol and the product is mixed with the precipitate which becomes more fluid. The product is heated for two hours at the boiling temperature of the alcohol, then filtered hot. 9.43 g of 2-chloromercuri 4-tertiobutyl phenol allyl-ether are obt... As a reaction SMILES: CC([C:5]1[CH:10]=[CH:9][C:8]([OH:11])=[C:7]([Hg]Cl)[CH:6]=1)(C)C.C([O-])([O-])=O.[K+].[K+].[CH2:20](Br)[CH:21]=[CH2:22]>[Na+].[Cl-]>[CH2:22]([O:11][C:8]1[CH:7]=[CH:6][CH:5]=[CH:10][CH:9]=1)[CH:21]=[CH2:20] |f:1.2.3,5.6|. The yield is 92.0%. The solvent is denatured alcohol, denatured alcohol, [Na+].[Cl-] (NaCl). Yields the product C(C=C)OC1=CC=CC=C1 (phenol allyl-ether). Starting materials: COC1=CC=C(C=C1)N1C2CC(CC1CC2)=O (8-(4-methoxyphenyl)-8-azabicyclo[3.2.1]octan-3-one), C(C)OC(CC#N)=O (cyanoacetic acid ethyl ester), N1CCCCC1 (piperidine), NCCC(=O)O (β-alanine). Solvent: CN(C=O)C (dimethylformamide), CCOCC (ether). The product is C(#N)C(C(=O)OCC)=C1C2CCC(CC1)N2C2=CC=C(C=C2)OC (ethyl cyano-[8-(4-methoxyphenyl)-8-azabicyclo[3.2.1]octanylidene]acetate), C(C)(C)OC(C)C (isopropyl ether). Reaction SMILES: [CH3:1][O:2][C:3]1[CH:8]=[CH:7][C:6]([N:9]2[CH:14]3[CH2:15][CH2:16][CH:10]2[CH2:11][C:12](=O)[CH2:13]3)=[CH:5][CH:4]=1.[CH2:18]([O:20][C:21](=[O:25])[CH2:22][C:23]#[N:24])[CH3:19].N1[CH2:31][CH2:30][CH2:29]CC1.NCCC(O)=O>CN(C)C=O.CCOCC>[C:23]([C:22](=[C:13]1[CH2:12][CH2:11][CH:10]2[N:9]([C:6]3[CH:7]=[CH:8][C:3]([O:2][CH3:1])=[CH:4][CH:5]=3)[CH:14]1[CH2:15][CH2:16]2)[C:21]([O:20][CH2:18][CH3:19])=[O:25])#[N:24].[CH:3]([O:2][CH:30]([CH3:29])[CH3:31])([CH3:8])[CH3:4]. Procedure: 3.0 g of 8-(4-methoxyphenyl)-8-azabicyclo[3.2.1]octan-3-one were dissolved in 6 ml of dimethylformamide and treated with 1.8 ml of cyanoacetic acid ethyl ester, 0.2 ml of piperidine and 58 mg of β-alanine. The mixture was heated to 50° for 28 hours while stirring. After cooling to room temperature, the mixture was diluted with ether, washed four times with water, dried over sodium sulfate and concentrated under reduced pressure. Chromatography of the residue on 250 g of silica gel with hexane/et... Reactants: ClC(=O)OC(Cl)(Cl)Cl (trichloromethyl chloroformate), ClC1=CC=C(CN)C=C1 (4-chlorobenzylamine), C(C)(C)(C)OC(=O)N1[C@H](C(=O)N2[C@@H](CCC2)C(COC2=CC=C(C=C2)Cl)O)CCC1 ((2S)-1-[N-(tert-butoxycarbonyl)-L-prolyl]-2-[2-(4-chlorophenoxy)-l-hydroxyethyl]pyrrolidine), Cl (hydrochloric acid), Cl.ClC1=CC=C(OCC(O)[C@H]2N(CCC2)C([C@H]2NCCC2)=O)C=C1 ((2S)-2-[2-(4-chlorophenoxy)-1-hydroxyethyl]-1-(L-prolyl)pyrrolidine hydrochloride), ice water. The solvent is C1CCOC1 (THF), C(C)N(CC)CC (triethylamine), O1CCOCC1 (1,4-dioxane), C(Cl)Cl (methylene chloride), C(C)N(CC)CC (triethylamine). Run at time 1.5 hour. Yields the product ClC1=CC=C(CNC(=O)N2[C@H](C(=O)N3[C@@H](CCC3)C(COC3=CC=C(C=C3)Cl)O)CCC2)C=C1 ((2S)-1-[N-(4-Chlorobenzylaminocarbonyl)-L-prolyl]-2-[2-(4-chlorophenoxy)-1-hydroxyethyl]pyrrolidine). RXN SMILES: ClC(OC(Cl)(Cl)Cl)=O.[Cl:9][C:10]1[CH:17]=[CH:16][C:13]([CH2:14][NH2:15])=[CH:12][CH:11]=1.Cl.ClC1C=CC(OCC([C@@H]2CCCN2C(=O)[C@@H]2CCCN2)O)=CC=1.C([O:46][C:47]([N:49]1[CH2:71][CH2:70][CH2:69][C@H:50]1[C:51]([N:53]1[CH2:57][CH2:56][CH2:55][C@H:54]1[CH:58]([OH:68])[CH2:59][O:60][C:61]1[CH:66]=[CH:65][C:64]([Cl:67])=[CH:63][CH:62]=1)=[O:52])=O)(C)(C)C.Cl>C1COCC1.O1CCOCC1.C(Cl)Cl.C(N(CC)CC)C>[Cl:9][C:10]1[CH:17]=[CH:16][C:13]([CH2:14][NH:15][C:47]([N:49]2[CH2:71][CH2:70][CH2:69][C@H:50]2[C:51]([N:53]2[CH2:57][CH2:56][CH2:55][C@H:54]2[CH:58]([OH:68])[CH2:59][O:60][C:61]2[CH:62]=[CH:63][C:64]([Cl:67])=[CH:65][CH:66]=2)=[O:52])=[O:46])=[CH:12][CH:11]=1 |f:2.3|. Procedure details: To a solution of trichloromethyl chloroformate (0.35 ml) THF (40 ml) was dropwise added a solution of 4-chlorobenzylamine (0.71 ml) and triethylamine (0.81 ml) in THF (20 ml) under ice-cooling, and the mixture was stirred at room temperature for 1.5 hours. A suspension of (2S)-2-[2-(4-chlorophenoxy)-1-hydroxyethyl]-1-(L-prolyl)pyrrolidine hydrochloride which had been obtained by treating (2S)-1-[N-(tert-butoxycarbonyl)-L-prolyl]-2-[2-(4-chlorophenoxy)-l-hydroxyethyl]pyrrolidine (2.13 g) with 4N ...